From a dataset of the Open Reaction Database (ORD), a public repository of structured organic reaction records. describe an organic reaction: reactants, conditions, products, and yield Reactants: cuprous chloride, BrC1=CC(=C(C2=CC=CC=C12)N)C (4-bromo-2-methyl-1-naphthlamine), diazonium, Cl (hydrochloric acid), ice, Cl (hydrochloric acid), N(=O)[O-].[Na+] (sodium nitrite). The solvent is O (water), O (water). Conditions: temperature 60 celsius. The product is BrC1=CC(=C(C2=CC=CC=C12)Cl)C (4-Bromo-1-chloro-2-methylnaphthalene). Isolated yield 58.0%. Reaction SMILES: [Br:1][C:2]1[C:11]2[C:6](=[CH:7][CH:8]=[CH:9][CH:10]=2)[C:5](N)=[C:4]([CH3:13])[CH:3]=1.[ClH:14].N([O-])=O.[Na+]>O>[Br:1][C:2]1[C:11]2[C:6](=[CH:7][CH:8]=[CH:9][CH:10]=2)[C:5]([Cl:14])=[C:4]([CH3:13])[CH:3]=1 |f:2.3|. Procedure details: To a solution of 4-bromo-2-methyl-1-naphthlamine (10 g) in a mixture of concd. hydrochloric acid (14 ml) and water (14 ml) was added dropwise a solution sodium nitrite (2.8 g) in water (7 ml) at -5°-0° C. The diazonium solution was stirred at 0°-5° C an hour. There was added to it an ice-cooled solution of cuprous chloride (4.4 g) in concd. hydrochloric acid (25 ml). The mixture was stirred at 60° C an hour, and the precipitate was extracted with ether and dried. After evaporating the solvent, t... The reactants are Fc1cccc2ccncc12, [K+], [NH4+], O=[N+]([O-])[O-], [OH-], O=S(=O)(O)O. Product: O=[N+]([O-])c1ccc(F)c2cnccc12. RXN SMILES: [F:1][c:2]1[cH:3][cH:4][cH:5][c:6]2[cH:7][cH:8][n:9][cH:10][c:11]12.[K+:12].[NH4+:17].[O-:13][N+:14]([O-:15])=[O:16].[OH-:18].[S:19](=[O:20])(=[O:21])([OH:22])[OH:23]>>[F:1][c:2]1[cH:3][cH:4][c:5]([N+:14](=[O:13])[O-:15])[c:6]2[cH:7][cH:8][n:9][cH:10][c:11]12. Reactants: CN(C=CC(=O)C1=CC=CC=C1)C (3-dimethylaminoacrylophenone), [Si]([O-])([O-])([O-])[O-].[Mg+2].[Mg+2] (magnesium silicate), NC1=NNC=N1 (3-amino-1,2,4-triazole), C([O-])(O)=O.[Na+] (sodium bicarbonate). Run in C(Cl)Cl (methylene chloride), C(C)(=O)O (acetic acid), CCCCCC (hexane). Product: C1(=CC=CC=C1)C1=CC=NC=2N1N=CN2 (7-Phenyl-1,2,4-triazolo[1,5-a]pyrimidine). RXN SMILES: [CH3:1][N:2](C)[CH:3]=[CH:4][C:5]([C:7]1[CH:12]=[CH:11][CH:10]=[CH:9][CH:8]=1)=O.[NH2:14][C:15]1N=C[NH:17][N:16]=1.C(=O)(O)[O-].[Na+].[Si]([O-])([O-])([O-])[O-].[Mg+2].[Mg+2]>C(Cl)Cl.CCCCCC.C(O)(=O)C>[C:7]1([C:5]2[N:17]3[N:16]=[CH:15][N:14]=[C:1]3[N:2]=[CH:3][CH:4]=2)[CH:12]=[CH:11][CH:10]=[CH:9][CH:8]=1 |f:2.3,4.5.6|. Reported procedure: A mixture of 5.25 g. of 3-dimethylaminoacrylophenone and 2.52 g. of 3-amino-1,2,4-triazole in 25 ml. of glacial acetic acid is refluxed for 4 hours. Evaporation gives a solid which is treated with a saturated sodium bicarbonate solution and dissolved in methylene chloride. This solution is passed through a short column of a hydrous magnesium silicate. Addition of hexane to a refluxing solution of the eluent gives crystals of the desired compound, m.p. 143°-144° C. K. Shirakawa, Yakugaku Zasshi 8... Starting materials: C(\C=C(/C)\CCC=C(C)C)OC1=CC=C(CO)C=C1 (4-geranyloxybenzyl alcohol), ClN1C(CCC1=O)=O (N-chorosuccinimide), CSC (dimethylsulfide). Solvent: ClCCl (dichloromethane), ClCCl (dichloromethane), [Cl-].[Na+].O (brine). Conditions: time 3 hour. The product is raw product, C(\C=C(/C)\CCC=C(C)C)OC1=CC=C(CCl)C=C1 (4-geranyloxybenzyl chloride). RXN SMILES: [Cl:1]N1C(=O)CCC1=O.CSC.[CH2:12]([O:22][C:23]1[CH:30]=[CH:29][C:26]([CH2:27]O)=[CH:25][CH:24]=1)/[CH:13]=[C:14](/[CH2:16][CH2:17][CH:18]=[C:19]([CH3:21])[CH3:20])\[CH3:15]>ClCCl.[Cl-].[Na+].O>[CH2:12]([O:22][C:23]1[CH:30]=[CH:29][C:26]([CH2:27][Cl:1])=[CH:25][CH:24]=1)/[CH:13]=[C:14](/[CH2:16][CH2:17][CH:18]=[C:19]([CH3:21])[CH3:20])\[CH3:15] |f:4.5.6|. Procedure: To a suspension of N-chorosuccinimide (1.15 g) in dichloromethane (40 ml) was added dimethylsulfide (0.72 g) while being cooled with ice. Then, a solution of 4-geranyloxybenzyl alcohol (1.50 g) in dichloromethane (10 ml) was added thereto and the resulting mixture was stirred for 3 hours at room temperature. The reaction solution, with brine added thereto, was extracted with ethyl acetate. The extract was concentrated under a vacuum to yield a raw product of 4-geranyloxybenzyl chloride. RXN SMILES: [CH:1]1([C:7]2[N:11]([CH2:12][C:13]3[CH:18]=[CH:17][C:16]([C:19]4[C:20]([C:25]([O:27]C(C)(C)C)=[O:26])=[CH:21][CH:22]=[CH:23][CH:24]=4)=[CH:15][CH:14]=3)[C:10]3[CH:32]=[C:33]([CH3:37])[C:34]([CH3:36])=[CH:35][C:9]=3[N:8]=2)[CH2:6][CH2:5][CH2:4][CH2:3][CH2:2]1.FC(F)(F)C(O)=O>C(Cl)Cl>[CH:1]1([C:7]2[N:11]([CH2:12][C:13]3[CH:14]=[CH:15][C:16]([C:19]4[C:20]([C:25]([OH:27])=[O:26])=[CH:21][CH:22]=[CH:23][CH:24]=4)=[CH:17][CH:18]=3)[C:10]3[CH:32]=[C:33]([CH3:37])[C:34]([CH3:36])=[CH:35][C:9]=3[N:8]=2)[CH2:6][CH2:5][CH2:4][CH2:3][CH2:2]1. Solvent: C(Cl)Cl (methylene chloride). Product: C1(CCCCC1)C1=NC2=C(N1CC1=CC=C(C=C1)C=1C(=CC=CC1)C(=O)O)C=C(C(=C2)C)C (4'-[(2-Cyclohexyl-5,6-dimethyl-benzimidazol-1-yl)-methyl]biphenyl-2-carboxylic acid). Starting materials: C1(CCCCC1)C1=NC2=C(N1CC1=CC=C(C=C1)C=1C(=CC=CC1)C(=O)OC(C)(C)C)C=C(C(=C2)C)C (tert.butyl 4'-[(2-cyclohexyl-5,6-dimethyl-benzimidazol-1-yl)-methyl]biphenyl-2-carboxylate), FC(C(=O)O)(F)F (trifluoroacetic acid). Procedure details: Prepared in analogous manner to Example 9 from tert.butyl 4'-[(2-cyclohexyl-5,6-dimethyl-benzimidazol-1-yl)-methyl]biphenyl-2-carboxylate and trifluoroacetic acid in methylene chloride. The reactants are C(C1=CC=CC=C1)N(CC(C1=CC=CC=C1)O)CCOC1=CC=C(C=C1)CC(=O)N (4-[2-(N-benzyl-N-(2-hydroxy-2-phenylethyl)amino)ethoxy]phenylacetamide), CCOCC (ether), Cl (hydrogen chloride). Reagents/catalysts: [Pd] (palladium on carbon). Solvent: CC(C)O (propan-2-ol), C(C)(=O)O (acetic acid), C(C)(=O)OCC (ethyl acetate). Product: Cl.OC(CNCCOC1=CC=C(C=C1)CC(=O)N)C1=CC=CC=C1 (4-[2-(2-hydroxy-2-phenylethylamino)-ethoxy]phenylacetamide hydrochloride). As a reaction SMILES: C([N:8]([CH2:18][CH2:19][O:20][C:21]1[CH:26]=[CH:25][C:24]([CH2:27][C:28]([NH2:30])=[O:29])=[CH:23][CH:22]=1)[CH2:9][CH:10]([OH:17])[C:11]1[CH:16]=[CH:15][CH:14]=[CH:13][CH:12]=1)C1C=CC=CC=1.CCOCC.[ClH:36]>CC(O)C.C(O)(=O)C.[Pd].C(OCC)(=O)C>[ClH:36].[OH:17][CH:10]([C:11]1[CH:16]=[CH:15][CH:14]=[CH:13][CH:12]=1)[CH2:9][NH:8][CH2:18][CH2:19][O:20][C:21]1[CH:26]=[CH:25][C:24]([CH2:27][C:28]([NH2:30])=[O:29])=[CH:23][CH:22]=1 |f:7.8|. Procedure details: A preformed solution of 4-[2-(N-benzyl-N-(2-hydroxy-2-phenylethyl)amino)ethoxy]phenylacetamide in propan-2-ol and glacial acetic acid (see below) was hydrogenated in the presence of 10% w/w palladium on carbon (1.0 g) at about 20 bar and 60° C. for 12 hours. The mixture was cooled, filtered and the filtrate was evaporated under reduced pressure. The residual oil thus obtained was dissolved in ethyl acetate and treated with a solution of ether saturated with hydrogen chloride. The precipitated so... Reactants: O=C(Cl)OCc1ccccc1, Cl, Nc1ccc(O)cc1C(=O)O, [Na+], [OH-]. Product: O=C(Nc1ccc(O)cc1C(=O)O)OCc1ccccc1. Reaction SMILES: [C:12](=[O:13])([O:14][CH2:15][c:16]1[cH:17][cH:18][cH:19][cH:20][cH:21]1)[Cl:22].[ClH:23].[NH2:1][c:2]1[c:3]([C:4](=[O:5])[OH:6])[cH:7][c:8]([OH:11])[cH:9][cH:10]1.[Na+:25].[OH-:24]>>[NH:1]([c:2]1[c:3]([C:4](=[O:5])[OH:6])[cH:7][c:8]([OH:11])[cH:9][cH:10]1)[C:12](=[O:13])[O:14][CH2:15][c:16]1[cH:17][cH:18][cH:19][cH:20][cH:21]1.